From a dataset of the Open Reaction Database (ORD), a public repository of structured organic reaction records. describe an organic reaction: reactants, conditions, products, and yield Reactants: C(C)(C)(C)OC(=O)N(C1=C(C(=NC=2N1N=CC2)N[C@@H]2CN(CCC2)C(=O)OC(C)(C)C)CCCO[Si](C)(C)C(C)(C)C)C2=CC=C(C=C2)OCC (tert-butyl (S)-3-[7-[tert-butoxycarbonyl-(4-ethoxyphenyl)amino]-6-(3-tert-butyldimethylsiloxypropyl)pyrazolo[1,5-a]pyrimidin-5-ylamino]piperidine-1-carboxylate), [F-].C(CCC)[N+](CCCC)(CCCC)CCCC (tetrabutylammonium fluoride). The solvent is O1CCCC1 (tetrahydrofuran). Conditions: time 3 hour. Product: C(C)(C)(C)OC(=O)N(C1=C(C(=NC=2N1N=CC2)N[C@@H]2CN(CCC2)C(=O)OC(C)(C)C)CCCO)C2=CC=C(C=C2)OCC (tert-butyl (S)-3-[7-[tert-butoxycarbonyl-(4-ethoxyphenyl)amino]-6-(3-hydroxypropyl)pyrazolo[1,5-a]pyrimidin-5-ylamino]piperidine-1-carboxylate). Yield: 68.7%. RXN SMILES: [C:1]([O:5][C:6]([N:8]([C:43]1[CH:48]=[CH:47][C:46]([O:49][CH2:50][CH3:51])=[CH:45][CH:44]=1)[C:9]1[N:14]2[N:15]=[CH:16][CH:17]=[C:13]2[N:12]=[C:11]([NH:18][C@H:19]2[CH2:24][CH2:23][CH2:22][N:21]([C:25]([O:27][C:28]([CH3:31])([CH3:30])[CH3:29])=[O:26])[CH2:20]2)[C:10]=1[CH2:32][CH2:33][CH2:34][O:35][Si](C(C)(C)C)(C)C)=[O:7])([CH3:4])([CH3:3])[CH3:2].[F-].C([N+](CCCC)(CCCC)CCCC)CCC>O1CCCC1>[C:1]([O:5][C:6]([N:8]([C:43]1[CH:44]=[CH:45][C:46]([O:49][CH2:50][CH3:51])=[CH:47][CH:48]=1)[C:9]1[N:14]2[N:15]=[CH:16][CH:17]=[C:13]2[N:12]=[C:11]([NH:18][C@H:19]2[CH2:24][CH2:23][CH2:22][N:21]([C:25]([O:27][C:28]([CH3:29])([CH3:31])[CH3:30])=[O:26])[CH2:20]2)[C:10]=1[CH2:32][CH2:33][CH2:34][OH:35])=[O:7])([CH3:2])([CH3:3])[CH3:4] |f:1.2|. Procedure details: To a tetrahydrofuran (1.3 mL) solution containing tert-butyl (S)-3-[7-[tert-butoxycarbonyl-(4-ethoxyphenyl)amino]-6-(3-tert-butyldimethylsiloxypropyl)pyrazolo[1,5-a]pyrimidin-5-ylamino]piperidine-1-carboxylate (13.3 mg), was added tetrabutylammonium fluoride (1 mol/L tetrahydrofuran solution, 26 μL), and the mixture was stirred at room temperature for 3 hr. After the reaction, the mixture was purified with PTLC (50% ethyl acetate-hexane) to obtain the title compound (7.7 mg). Starting materials: BrC1=CC=CC(=N1)C(=O)NC=1OC(=NN1)C=1OC=CC1 (6-bromo-N-[5-(2-furyl)-1,3,4-oxadiazol-2-yl]-2-pyridinecarboxamide), C1(=CC=C(C=C1)B(O)O)C1=CC=CC=C1 (4-biphenylboronic acid). Product: C1(=CC=C(C=C1)C1=CC=CC(=N1)C(=O)NC=1OC(=NN1)C=1OC=CC1)C1=CC=CC=C1 (6-(4-Biphenylyl)-N-[5-(2-furyl)-1,3,4-oxadiazol-2-yl]-2-pyridinecarboxamide). RXN SMILES: Br[C:2]1[N:7]=[C:6]([C:8]([NH:10][C:11]2[O:12][C:13]([C:16]3[O:17][CH:18]=[CH:19][CH:20]=3)=[N:14][N:15]=2)=[O:9])[CH:5]=[CH:4][CH:3]=1.[C:21]1([C:30]2[CH:35]=[CH:34][CH:33]=[CH:32][CH:31]=2)[CH:26]=[CH:25][C:24](B(O)O)=[CH:23][CH:22]=1>>[C:21]1([C:30]2[CH:31]=[CH:32][CH:33]=[CH:34][CH:35]=2)[CH:26]=[CH:25][C:24]([C:2]2[N:7]=[C:6]([C:8]([NH:10][C:11]3[O:12][C:13]([C:16]4[O:17][CH:18]=[CH:19][CH:20]=4)=[N:14][N:15]=3)=[O:9])[CH:5]=[CH:4][CH:3]=2)=[CH:23][CH:22]=1. Procedure: The title compound was synthesized in accordance with the synthesis method of compound Ia-50, using 6-bromo-N-[5-(2-furyl)-1,3,4-oxadiazol-2-yl]-2-pyridinecarboxamide prepared in Reference Example 11 instead of compound Ia-50 and using commercially available 4-biphenylboronic acid instead of 1-methyl-5-indoleboronic acid pinacol ester. Starting materials: Cn1ncc2nc3ccc(Cc4ccccc4)cc3c(Cl)c21, CC(=O)O. The product is Cn1ncc2[nH]c3ccc(Cc4ccccc4)cc3c(=O)c21. Reaction SMILES: [CH2:1]([c:2]1[cH:3][cH:4][cH:5][cH:6][cH:7]1)[c:8]1[cH:9][c:10]2[c:11]([Cl:22])[c:12]3[c:13]([n:14][c:15]2[cH:16][cH:17]1)[cH:18][n:19][n:20]3[CH3:21].[CH3:23][C:24]([OH:25])=[O:26]>>[CH2:1]([c:2]1[cH:3][cH:4][cH:5][cH:6][cH:7]1)[c:8]1[cH:9][c:10]2[c:11](=[O:25])[c:12]3[c:13]([nH:14][c:15]2[cH:16][cH:17]1)[cH:18][n:19][n:20]3[CH3:21]. The reactants are COC1=CC2=C(C(C(N(CC2)CCCN(CCC2=CC(=C(C=C2)OC)OC)C)=O)=O)C=C1OC (1-[7,8-dimethoxy-1,3,4,5-tetrahydro-2H-3-benzazepin-1,2-dion-3-yl]-3-[N-methyl-N-(2-{3,4-dimethoxy-phenyl}-ethyl)-amino]-propane), Cl.NO (hydroxylamine hydrochloride), C([O-])([O-])=O.[Na+].[Na+] (sodium carbonate). Run in C(C)O (ethanol), CC(=O)C (acetone). The product is Cl.N(O)=C1C(N(CCC2=C1C=C(C(=C2)OC)OC)CCCN(CCC2=CC(=C(C=C2)OC)OC)C)=O (1-[1-Oximino-7,8-dimethoxy-1,3,4,5-tetrahydro-2H-3-benzazepin-2-on-3-yl]-3-[N-methyl-N-(2-{3,4-dimethoxyphenyl}-ethyl)-amino]-propane hydrochloride). As a reaction SMILES: [CH3:1][O:2][C:3]1[C:32]([O:33][CH3:34])=[CH:31][C:6]2[C:7](=O)[C:8](=[O:29])[N:9]([CH2:12][CH2:13][CH2:14][N:15]([CH3:28])[CH2:16][CH2:17][C:18]3[CH:23]=[CH:22][C:21]([O:24][CH3:25])=[C:20]([O:26][CH3:27])[CH:19]=3)[CH2:10][CH2:11][C:5]=2[CH:4]=1.[ClH:35].[NH2:36][OH:37].C(=O)([O-])[O-].[Na+].[Na+]>C(O)C.CC(C)=O>[ClH:35].[N:36](=[C:7]1[C:6]2[CH:31]=[C:32]([O:33][CH3:34])[C:3]([O:2][CH3:1])=[CH:4][C:5]=2[CH2:11][CH2:10][N:9]([CH2:12][CH2:13][CH2:14][N:15]([CH3:28])[CH2:16][CH2:17][C:18]2[CH:23]=[CH:22][C:21]([O:24][CH3:25])=[C:20]([O:26][CH3:27])[CH:19]=2)[C:8]1=[O:29])[OH:37] |f:1.2,3.4.5,8.9|. Reported procedure: A mixture of 3.6 gm of (6.8 mmols) of 1-[7,8-dimethoxy-1,3,4,5-tetrahydro-2H-3-benzazepin-1,2-dion-3-yl]-3-[N-methyl-N-(2-{3,4-dimethoxy-phenyl}-ethyl)-amino]-propane, 0.57 gm of hydroxylamine hydrochloride and 0.87 gm of sodium carbonate was refluxed for 8 hours in 100 ml of ethanol. The solvent was then distilled off in vacuo; the residue was dissolved in water/methylene chloride, and the organic phase was separated, dried over magnesium sulfate and concentrated by evaporation. The residue was... Starting materials: O=C([O-])O, CC(C)(C)[O-], Cc1ccccc1, CCOC(=O)Cl, Fc1ccc(-c2cc(SC(F)(F)F)[nH]c2-c2ccc(F)cc2)cc1, [K+], [Na+]. Yields the product CCOC(=O)n1c(SC(F)(F)F)cc(-c2ccc(F)cc2)c1-c1ccc(F)cc1. As a reaction SMILES: [C:37](=[O:38])([OH:39])[O-:40].[CH3:25][C:26]([CH3:27])([O-:28])[CH3:29].[CH3:42][c:43]1[cH:44][cH:45][cH:46][cH:47][cH:48]1.[Cl:31][C:32](=[O:33])[O:34][CH2:35][CH3:36].[F:1][c:2]1[cH:3][cH:4][c:5](-[c:8]2[cH:9][c:10]([S:20][C:21]([F:22])([F:23])[F:24])[nH:11][c:12]2-[c:13]2[cH:14][cH:15][c:16]([F:19])[cH:17][cH:18]2)[cH:6][cH:7]1.[K+:30].[Na+:41]>>[F:1][c:2]1[cH:3][cH:4][c:5](-[c:8]2[cH:9][c:10]([S:20][C:21]([F:22])([F:23])[F:24])[n:11]([C:32](=[O:33])[O:34][CH2:35][CH3:36])[c:12]2-[c:13]2[cH:14][cH:15][c:16]([F:19])[cH:17][cH:18]2)[cH:6][cH:7]1. Reactants: O.O.[Sn](Cl)Cl (tin(II) chloride dihydrate), C([O-])(O)=O.[Na+] (sodium bicarbonate), FC1=C(C=C(C=C1)F)O (2,5-difluoro-phenol), C([O-])([O-])=O.[Cs+].[Cs+] (cesium carbonate), FC=1C(=CC(=C(C1)NC(=O)C1=NC=CN=C1)[N+](=O)[O-])OC=1C=NC(=CC1)S(=O)(=O)C (pyrazine-2-carboxylic acid (5-fluoro-4-(6-methanesulfonyl-pyridin-3-yloxy)-2-nitro-phenyl)-amide). Solvent: C(C)(=O)OCC (ethyl acetate), CN1C(CCC1)=O (N-methylpyrrolidinone). Conditions: temperature 90 celsius, time 15 minute. Product: FC1=C(OC2=CC3=C(NC(=N3)C3=NC=CN=C3)C=C2OC=2C=NC(=CC2)S(=O)(=O)C)C=C(C=C1)F (5-(2,5-difluoro-phenoxy)-2-pyrazin-2-yl-6-(6-methanesulfonyl-pyridin-3-yloxy)-1H-benzimidazole). Reaction SMILES: [F:1][C:2]1[CH:7]=[CH:6][C:5]([F:8])=[CH:4][C:3]=1[OH:9].C(=O)([O-])[O-].[Cs+].[Cs+].F[C:17]1[C:18]([O:35][C:36]2[CH:37]=[N:38][C:39]([S:42]([CH3:45])(=[O:44])=[O:43])=[CH:40][CH:41]=2)=[CH:19][C:20]([N+:32]([O-])=O)=[C:21]([NH:23][C:24]([C:26]2[CH:31]=[N:30][CH:29]=[CH:28][N:27]=2)=O)[CH:22]=1.O.O.[Sn](Cl)Cl.C(=O)(O)[O-].[Na+]>C(OCC)(=O)C.CN1CCCC1=O>[F:1][C:2]1[CH:7]=[CH:6][C:5]([F:8])=[CH:4][C:3]=1[O:9][C:17]1[C:18]([O:35][C:36]2[CH:37]=[N:38][C:39]([S:42]([CH3:45])(=[O:44])=[O:43])=[CH:40][CH:41]=2)=[CH:19][C:20]2[NH:32][C:24]([C:26]3[CH:31]=[N:30][CH:29]=[CH:28][N:27]=3)=[N:23][C:21]=2[CH:22]=1 |f:1.2.3,5.6.7,8.9|. Reported procedure: 15 mg of 2,5-difluoro-phenol and 28 mg of cesium carbonate were added to an N-methylpyrrolidinone (0.5 ml) solution of 26 mg of pyrazine-2-carboxylic acid (5-fluoro-4-(6-methanesulfonyl-pyridin-3-yloxy)-2-nitro-phenyl)-amide obtained in (step 1), and the reaction liquid was stirred at 90° C. for 15 minutes, and 100 mg of tin(II) chloride dihydrate was added to the reaction liquid. The reaction liquid was stirred at 90° C. for 1 hour, and ethyl acetate and aqueous saturated sodium bicarbonate wer... The reactants are COc1ccccc1N, O=C(Cl)c1ccc(C(F)(F)F)cc1, C1CCOC1, O, c1ccncc1. Yields the product COc1ccccc1NC(=O)c1ccc(C(F)(F)F)cc1. As a reaction SMILES: [CH3:1][O:2][c:3]1[c:4]([NH2:9])[cH:5][cH:6][cH:7][cH:8]1.[F:10][C:11]([c:12]1[cH:13][cH:14][c:15]([C:16](=[O:17])[Cl:18])[cH:19][cH:20]1)([F:21])[F:22].[O:30]1[CH2:31][CH2:32][CH2:33][CH2:34]1.[OH2:23].[cH:24]1[cH:25][cH:26][n:27][cH:28][cH:29]1>>[CH3:1][O:2][c:3]1[c:4]([NH:9][C:16]([c:15]2[cH:14][cH:13][c:12]([C:11]([F:10])([F:21])[F:22])[cH:20][cH:19]2)=[O:17])[cH:5][cH:6][cH:7][cH:8]1. Starting materials: C(C)(C)(C)OC(=O)NCC1=NC=2C=CC=C3C2C(N1CCCCC)=C1C(=N3)C3=CC2=C(C(N3C1)=O)COC([C@]2(O)CC)=O ((9S)-2-(t-Butoxycarbonylamino)methyl-9-ethyl-9-hydroxy-1-pentyl-1H,12H-pyrano[3″,4″:6′,7′]indolizino[1′,2′:6,5]pyrido[4,3,2-de]quinazoline-10,13(9H,15H)-dione), FC(C(=O)O)(F)F (trifluoroacetic acid). Reaction conditions: time 1 hour. The product is FC(C(=O)O)(F)F.NCC1=NC=2C=CC=C3C2C(N1CCCCC)=C1C(=N3)C3=CC2=C(C(N3C1)=O)COC([C@]2(O)CC)=O ((9S)-2-aminomethyl-9-ethyl-9-hydroxy-1-pentyl-1H,12H-pyrano[3″,4″:6′,7′]indolizino[1′,2′:6,5]pyrido[4,3,2-de]quinazoline-10,13(9H,15H)-dione trifluoroacetic acid). The yield is 80.0%. Reaction SMILES: C(OC([NH:8][CH2:9][C:10]1[N:19]([CH2:20][CH2:21][CH2:22][CH2:23][CH3:24])[C:18]2=[C:25]3[CH2:34][N:33]4[C:28](=[CH:29][C:30]5[C@:39]([CH2:41][CH3:42])([OH:40])[C:38](=[O:43])[O:37][CH2:36][C:31]=5[C:32]4=[O:35])[C:26]3=[N:27][C:16]3[C:17]2=[C:12]([CH:13]=[CH:14][CH:15]=3)[N:11]=1)=O)(C)(C)C.[F:44][C:45]([F:50])([F:49])[C:46]([OH:48])=[O:47]>>[F:44][C:45]([F:50])([F:49])[C:46]([OH:48])=[O:47].[NH2:8][CH2:9][C:10]1[N:19]([CH2:20][CH2:21][CH2:22][CH2:23][CH3:24])[C:18]2=[C:25]3[CH2:34][N:33]4[C:28](=[CH:29][C:30]5[C@:39]([CH2:41][CH3:42])([OH:40])[C:38](=[O:43])[O:37][CH2:36][C:31]=5[C:32]4=[O:35])[C:26]3=[N:27][C:16]3[C:17]2=[C:12]([CH:13]=[CH:14][CH:15]=3)[N:11]=1 |f:2.3|. Procedure details: (9S)-2-(t-Butoxycarbonylamino)methyl-9-ethyl-9-hydroxy-1-pentyl-1H,12H-pyrano[3″,4″:6′,7′]indolizino[1′,2′:6,5]pyrido[4,3,2-de]quinazoline-10,13(9H,15H)-dione (33 mg, 0.056 mmol) was dissolved in trifluoroacetic acid (1 ml) and mixture was stirred for 1 hr. at room temperature. The solution was concentrated under reduced pressure and the resulting residue was purified by reverse-phase C-18 column chromatography to obtain pure product (27 mg, 80%). Starting materials: ClC1=C(C=CC=C1)N1CCN(CC1)CC1=CC=C(C=C1)[N+](=O)[O-] (1-(o-chlorophenyl)-4(p-nitrobenzyl)piperazine). The reagents and catalysts are [Cl-].[Cl-].[Cl-].[Ti+3] (titanium trichloride). Yields the product ClC1=C(C=CC=C1)N1CCN(CC1)C1=CC=C(C=C1)N (1-(o-chlorophenyl)-4-[(4-aminophenyl)]piperazine). Reaction SMILES: [Cl:1][C:2]1[CH:7]=[CH:6][CH:5]=[CH:4][C:3]=1[N:8]1[CH2:13][CH2:12][N:11](CC2C=CC([N+]([O-])=O)=CC=2)[CH2:10][CH2:9]1>[Cl-].[Cl-].[Cl-].[Ti+3]>[Cl:1][C:2]1[CH:7]=[CH:6][CH:5]=[CH:4][C:3]=1[N:8]1[CH2:9][CH2:10][N:11]([C:6]2[CH:5]=[CH:4][C:3]([NH2:8])=[CH:2][CH:7]=2)[CH2:12][CH2:13]1 |f:1.2.3.4|. Reported procedure: In the manner given in Example 1B, 1-(o-chlorophenyl)-4(p-nitrobenzyl)piperazine is reduced with aqueous titanium trichloride to give 1-(o-chlorophenyl)-4-[(4-aminophenyl)]piperazine. Reactants: CN1CC(CCC1)CC(=O)C1=CC=C(C=C1)F (1-methyl-3-(4-fluorophenacyl)piperidine), N#CBr (cyanogen bromide). Run in C1=CC=CC=C1 (benzene). Yields the product C(#N)N1CC(CCC1)CC(=O)C1=CC=C(C=C1)F (1-cyano-3-(4-fluorophenacyl)piperidine). Reaction SMILES: [CH3:1][N:2]1[CH2:7][CH2:6][CH2:5][CH:4]([CH2:8][C:9]([C:11]2[CH:16]=[CH:15][C:14]([F:17])=[CH:13][CH:12]=2)=[O:10])[CH2:3]1.[N:18]#CBr>C1C=CC=CC=1>[C:1]([N:2]1[CH2:7][CH2:6][CH2:5][CH:4]([CH2:8][C:9]([C:11]2[CH:12]=[CH:13][C:14]([F:17])=[CH:15][CH:16]=2)=[O:10])[CH2:3]1)#[N:18]. Reported procedure: The above reaction scheme generally follows the procedure of E. L. Engelhardt, J. Med. Chem., 11, 325 (1968). Briefly, 1-methyl-3-(4-fluorophenacyl)piperidine in benzene solution is treated at essentially ambient temperature with excess cyanogen bromide under a nitrogen purge. Volatile materials are distilled under reduced pressure and the residue is dissolved in chloroform. The chloroform solution is washed, dried, and filtered. Distillation of the chloroform gives 1-cyano-3-(4-fluorophenacyl)p...